This data is from the Open Reaction Database (ORD), a public repository of structured organic reaction records. The task is: describe an organic reaction: reactants, conditions, products, and yield The reactants are FC1=C(C=CC=C1)C(C)=O (o-fluoroacetophenone), CN1CCNCC1 (N-methyl-piperazine), [OH-].[Na+] (sodium hydroxide). Solvent: O (water). Yields the product CN1CCN(CC1)C1=C(C=CC=C1)C(C)=O (o-(4-methyl-1-piperazinyl)acetophenone). As a reaction SMILES: F[C:2]1[CH:7]=[CH:6][CH:5]=[CH:4][C:3]=1[C:8](=[O:10])[CH3:9].[CH3:11][N:12]1[CH2:17][CH2:16][NH:15][CH2:14][CH2:13]1.[OH-].[Na+]>O>[CH3:11][N:12]1[CH2:17][CH2:16][N:15]([C:2]2[CH:7]=[CH:6][CH:5]=[CH:4][C:3]=2[C:8](=[O:10])[CH3:9])[CH2:14][CH2:13]1 |f:2.3|. Procedure details: A mixture of 55.2 g. of o-fluoroacetophenone and 100 ml. of N-methyl-piperazine is heated at 95°-100° for 19 hours, then cooled and poured into 1600 ml. of water containing 22 ml. of 50% aqueous sodium hydroxide. The mixture is extracted with three 300 ml. portions of ether. The combined ether extract is washed thoroughly with water, then with saturated aqueous sodium chloride, dried and evaporated to give o-(4-methyl-1-piperazinyl)acetophenone as a viscous oil, suitable for use without further ...